From a dataset of the Open Reaction Database (ORD), a public repository of structured organic reaction records. describe an organic reaction: reactants, conditions, products, and yield Reactants: C(C)OC(C=O)OCC (2,2-diethoxy acetaldehyde), C1(=CC=CC=C1)P(C1=CC=CC=C1)(C1=CC=CC=C1)=CC(=O)OC (methyl triphenylphosphoranylidene-acetate). Run in C1=CC=CC=C1 (benzene). Conditions: time 8 hour. Yields the product COC(\C=C\C(OCC)OCC)=O (4,4-diethoxy-crotonic acid methyl ester). RXN SMILES: [CH2:1]([O:3][CH:4]([O:7][CH2:8][CH3:9])[CH:5]=O)[CH3:2].C1(P(=[CH:29][C:30]([O:32][CH3:33])=[O:31])(C2C=CC=CC=2)C2C=CC=CC=2)C=CC=CC=1>C1C=CC=CC=1>[CH3:33][O:32][C:30](=[O:31])/[CH:29]=[CH:5]/[CH:4]([O:3][CH2:1][CH3:2])[O:7][CH2:8][CH3:9]. Procedure: The mixture of 10.2 g of 2,2-diethoxy acetaldehyde, 27.8 g of methyl triphenylphosphoranylidene-acetate and 130 ml of benzene is refluxed for 15 hours and evaporated. The residue is triturated with diethyl ether, filtered and the filtrate evaporated. The residue is allowed to stand overnight in the refrigerator, triturated with the minimum amount of diethyl ether, the suspension filtered, the filtrate evaporated, the residue distilled and the fraction boiling at 50°-54°/0.1 mm Hg collected, to y... Starting materials: [Li]CCCC, Cc1ccc(S(=O)(=O)NN=C2CCC3C4CCc5cc(O)ccc5C4C(c4ccccc4)CC23C)cc1. The product is CC12C=CCC1C1CCc3cc(O)ccc3C1C(c1ccccc1)C2. RXN SMILES: [CH2:38]([Li:39])[CH2:40][CH2:41][CH3:42].[c:1]1([CH:7]2[CH:8]3[c:9]4[cH:10][cH:11][c:12]([OH:37])[cH:13][c:14]4[CH2:15][CH2:16][CH:17]3[CH:18]3[CH2:19][CH2:20][C:21](=[N:25][NH:26][S:27]([c:28]4[cH:29][cH:30][c:31]([CH3:32])[cH:33][cH:34]4)(=[O:35])=[O:36])[C:22]3([CH3:23])[CH2:24]2)[cH:2][cH:3][cH:4][cH:5][cH:6]1>>[c:1]1([CH:7]2[CH:8]3[c:9]4[cH:10][cH:11][c:12]([OH:37])[cH:13][c:14]4[CH2:15][CH2:16][CH:17]3[CH:18]3[CH2:19][CH:20]=[CH:21][C:22]3([CH3:23])[CH2:24]2)[cH:2][cH:3][cH:4][cH:5][cH:6]1. Starting materials: ClC1=CC=C(C=C1)O (4-chlorophenol), CN1C(N(C(C=C1N1CCN(CC1)CCCOC1=C(C=CC=C1)Cl)=O)C)=O (1,3-dimethyl-6-[4-(3-[2-chlorophenoxy]propyl)piperazin-1-yl]-2,4(1H,3H)-pyrimidinedione), ClC1=C(C=CC=C1)O (2-chlorophenol). Yields the product Cl.CN1C(N(C(C=C1N1CCN(CC1)CCCOC1=C(C=CC=C1)Cl)=O)C)=O (1,3-dimethyl-6-[4-(3-[2-chlorophenoxy]-propyl)piperazin-1-yl]-2,4(1H,3H)-pyrimidinedione.hydrochloride). RXN SMILES: [Cl:1]C1C=CC(O)=CC=1.ClC1C=CC=CC=1O.[CH3:17][N:18]1[C:23]([N:24]2[CH2:29][CH2:28][N:27]([CH2:30][CH2:31][CH2:32][O:33][C:34]3[CH:39]=[CH:38][CH:37]=[CH:36][C:35]=3[Cl:40])[CH2:26][CH2:25]2)=[CH:22][C:21](=[O:41])[N:20]([CH3:42])[C:19]1=[O:43]>>[ClH:1].[CH3:17][N:18]1[C:23]([N:24]2[CH2:29][CH2:28][N:27]([CH2:30][CH2:31][CH2:32][O:33][C:34]3[CH:39]=[CH:38][CH:37]=[CH:36][C:35]=3[Cl:40])[CH2:26][CH2:25]2)=[CH:22][C:21](=[O:41])[N:20]([CH3:42])[C:19]1=[O:43] |f:3.4|. Procedure: The same treatment as in Example 3 was effected except that 4-chlorophenol was replaced with 2-chlorophenol, thereby obtaining 8.2 g of the crystals of 1,3-dimethyl-6-[4-(3-[2-chlorophenoxy]propyl)piperazin-1-yl]-2,4(1H,3H)-pyrimidinedione. Reactants: C(C)OC(=O)C1=CNC=2N=CN=C(C21)C2=CC(=CC=C2)NC(C(=C)CO)=O (ethyl-4-(3-{[2-(hydroxymethyl)acryloyl]amino}phenyl)-7H-pyrrolo[2,3-d]pyrimidine-5-carboxylate), C(Cl)Cl (CH2Cl2), CCN(CC)S(F)(F)F (DAST). Solvent: CS(=O)C (DMSO). The product is C(C)OC(=O)C1=CNC=2N=CN=C(C21)C2=CC(=CC=C2)NC(C(=C)CF)=O (Ethyl-4-(3-{[2-(fluoromethyl)acryloyl]amino}phenyl)-7H-pyrrolo[2,3-d]pyrimidine-5-carboxylate). RXN SMILES: [CH2:1]([O:3][C:4]([C:6]1[C:14]2[C:13]([C:15]3[CH:20]=[CH:19][CH:18]=[C:17]([NH:21][C:22](=[O:27])[C:23]([CH2:25]O)=[CH2:24])[CH:16]=3)=[N:12][CH:11]=[N:10][C:9]=2[NH:8][CH:7]=1)=[O:5])[CH3:2].C(Cl)Cl.CCN(S(F)(F)[F:37])CC>CS(C)=O>[CH2:1]([O:3][C:4]([C:6]1[C:14]2[C:13]([C:15]3[CH:20]=[CH:19][CH:18]=[C:17]([NH:21][C:22](=[O:27])[C:23]([CH2:25][F:37])=[CH2:24])[CH:16]=3)=[N:12][CH:11]=[N:10][C:9]=2[NH:8][CH:7]=1)=[O:5])[CH3:2]. Reported procedure: To ethyl-4-(3-{[2-(hydroxymethyl)acryloyl]amino}phenyl)-7H-pyrrolo[2,3-d]pyrimidine-5-carboxylate (17 mg, 0.045 mmol) was added CH2Cl2 (0.90 mL) and the reaction was cooled to −78° C. before DAST (12 μL, 0.090 mmol) was added. The reaction was allowed to warm to room temperature over 2 hours. The reaction was quenched by pouring into a separatory funnel containing aqueous sodium bicarbonate (saturated) and was extracted with ethyl acetate (×3). The combined organic layers were dried over Na2SO4,... Reactants: ClC=1C=C(/C(/N)=N/O)C=CC1OC(C)C ((Z)-3-chloro-N′-hydroxy-4-isopropoxybenzimidamide), S(N)(=O)(=O)C1=CC=C(C(=O)O)C=C1 (4-sulfamoylbenzoic acid), C(CCl)Cl (EDC), C1=CC=C2C(=C1)N=NN2O.O (HOBT hydrate). Run in CN(C)C=O (DMF), CN(C)C=O (DMF). Run at temperature 140 celsius. Yields the product ClC=1C=C(C=CC1OC(C)C)C1=NOC(=N1)C1=CC=C(C=C1)S(=O)(=O)N (4-(3-(3-chloro-4-isopropoxyphenyl)-1,2,4-oxadiazol-5-yl)benzenesulfonamide). The yield is 50.0%. As a reaction SMILES: [S:1]([C:5]1[CH:13]=[CH:12][C:8]([C:9]([OH:11])=O)=[CH:7][CH:6]=1)(=[O:4])(=[O:3])[NH2:2].C(Cl)CCl.C1C=C2N=NN(O)C2=CC=1.O.[Cl:29][C:30]1[CH:31]=[C:32]([CH:37]=[CH:38][C:39]=1[O:40][CH:41]([CH3:43])[CH3:42])/[C:33](=[N:35]/O)/[NH2:34]>CN(C=O)C>[Cl:29][C:30]1[CH:31]=[C:32]([C:33]2[N:35]=[C:9]([C:8]3[CH:7]=[CH:6][C:5]([S:1]([NH2:2])(=[O:3])=[O:4])=[CH:13][CH:12]=3)[O:11][N:34]=2)[CH:37]=[CH:38][C:39]=1[O:40][CH:41]([CH3:43])[CH3:42] |f:2.3|. Procedure: To a slurry of 4-sulfamoylbenzoic acid (1.452 g, 7.22 mmol) in DMF (8.20 ml) was added EDC (1.383 g, 7.22 mmol) followed by HOBT hydrate (0.975 g, 7.22 mmol). After about 30 minutes a solution of (Z)-3-chloro-N′-hydroxy-4-isopropoxybenzimidamide in DMF (8.20 ml) was added. The reaction mixture was heated to about 140° C. for about 2 h. After cooling to room temperature the reaction mixture was concentrated in vacuo and purified by purified by chromatography on silica gel (eluting with EtOAc/Hep)... Starting materials: ice, FF (fluorine), FF (fluorine), ice, ClC=1C(=NC=CN1)C#N (3-chloro-2-pyrazinecarbonitrile). The solvent is C(C)#N (acetonitrile). Product: ClC=1C(=NC(=CN1)F)C#N (3-chloro-6-fluoro-2-pyrazinecarbonitrile). Reaction SMILES: [Cl:1][C:2]1[C:3]([C:8]#[N:9])=[N:4][CH:5]=[CH:6][N:7]=1.[F:10]F>C(#N)C>[Cl:1][C:2]1[C:3]([C:8]#[N:9])=[N:4][C:5]([F:10])=[CH:6][N:7]=1. Procedure details: In 15 mL of acetonitrile was dissolved 0.3 g of 3-chloro-2-pyrazinecarbonitrile. At an ice-cooled temperature, 10% fluorine gas (a fluorine gas diluted with nitrogen gas) was introduced into the solution at a rate of 45 mL per minute for a period of 20 minutes. Then, while elevating the temperature from the ice-cooled temperature to room temperature, nitrogen gas was introduced over a period of one hour. The reaction mixture was concentrated under reduced pressure and the oily product thus obtai... Starting materials: E2, FC=1C=C(C=CC1F)CO ((3,4-difluorophenyl)methanol), ClC1=NC(N2C(N(CCC2)C)=C1)=O (8-chloro-1-methyl-3,4-dihydro-1H-pyrimido[1,6-a]pyrimidin-6(2H)-one), BrCC1=CC=C(C=C1)OC (1-(bromomethyl)-4-methoxybenzene). RXN SMILES: Cl[C:2]1[CH:12]=[C:6]2[N:7]([CH3:11])[CH2:8][CH2:9][CH2:10][N:5]2[C:4](=[O:13])[N:3]=1.BrC[C:16]1[CH:21]=[CH:20][C:19]([O:22][CH3:23])=[CH:18][CH:17]=1.[F:24][C:25]1[CH:26]=[C:27]([CH2:32][OH:33])[CH:28]=[CH:29][C:30]=1[F:31]>>[F:24][C:25]1[CH:26]=[C:27]([CH:28]=[CH:29][C:30]=1[F:31])[CH2:32][O:33][C:2]1[CH:12]=[C:6]2[N:7]([CH2:11][C:16]3[CH:17]=[CH:18][C:19]([O:22][CH3:23])=[CH:20][CH:21]=3)[CH2:8][CH2:9][CH2:10][N:5]2[C:4](=[O:13])[N:3]=1. The product is FC=1C=C(COC2=NC(N3C(N(CCC3)CC3=CC=C(C=C3)OC)=C2)=O)C=CC1F (8-((3,4-difluorobenzyl)oxy)-1-(4-methoxybenzyl)-3,4-dihydro-1H-pyrimido[1,6-a]pyrimidin-6(2H)-one). Reported procedure: The title compound was prepared by a procedure similar to that described for E2 starting from 8-chloro-1-methyl-3,4-dihydro-1H-pyrimido[1,6-a]pyrimidin-6(2H)-one, 1-(bromomethyl)-4-methoxybenzene and (3,4-difluorophenyl)methanol. Starting materials: O1C(CCCC1)OCCOC1=CC=C(C(=O)O)C=C1 (4-(2-tetrahydropyranyloxyethoxy)benzoic acid), CO (methanol), O (water), C([O-])([O-])=O.[K+].[K+] (potassium carbonate). Reagents/catalysts: S(O)(O)(=O)=O (sulfuric acid). The solvent is CCOCC (ether). Run at time 1 day. Product: OCCOC1=CC=C(C(=O)O)C=C1 (4-(hydroxyethoxy)benzoic acid). RXN SMILES: O1CCCCC1[O:7][CH2:8][CH2:9][O:10][C:11]1[CH:19]=[CH:18][C:14]([C:15]([OH:17])=[O:16])=[CH:13][CH:12]=1.CO.O.C(=O)([O-])[O-].[K+].[K+]>S(=O)(=O)(O)O.CCOCC>[OH:7][CH2:8][CH2:9][O:10][C:11]1[CH:19]=[CH:18][C:14]([C:15]([OH:17])=[O:16])=[CH:13][CH:12]=1 |f:3.4.5|. Reported procedure: To a mixture of 7.7 g (37.7 mmol) of 4-(2-tetrahydropyranyloxyethoxy)benzoic acid and 31 ml (754 mmol) of anhydrous methanol, at RT, is added 2 drops of conc. sulfuric acid. The mixture is stirred at RT for 1 day and is then rotoevaporated to near dryness. To the residue is added 100 ml water, 50 ml ether and 30 ml aqueous 15% potassium carbonate, and the mixture is stirred until the solid is dissolved. The organic phase is separated and discarded; 150 ml of ethyl acetate and 50 ml of aqueous 3 ...